From a dataset of the Open Reaction Database (ORD), a public repository of structured organic reaction records. describe an organic reaction: reactants, conditions, products, and yield Reactants: COC(=O)CC(C)=O, C1CCOC1, [Li]CCCC, O=CC=CC1=C(c2ccc(F)cc2)CC2CCC1C2. The product is COC(=O)CC(=O)CC(O)C=CC1=C(c2ccc(F)cc2)CC2CCC1C2. RXN SMILES: [C:1]([CH2:2][C:3](=[O:4])[CH3:5])(=[O:6])[O:7][CH3:8].[CH2:33]1[O:34][CH2:35][CH2:36][CH2:37]1.[CH2:9]([Li:10])[CH2:11][CH2:12][CH3:13].[F:14][c:15]1[cH:16][cH:17][c:18]([C:21]2=[C:22]([CH:29]=[CH:30][CH:31]=[O:32])[CH:23]3[CH2:24][CH2:25][CH:26]([CH2:27]2)[CH2:28]3)[cH:19][cH:20]1>>[C:1]([CH2:2][C:3](=[O:4])[CH2:5][CH:31]([CH:30]=[CH:29][C:22]1=[C:21]([c:18]2[cH:17][cH:16][c:15]([F:14])[cH:20][cH:19]2)[CH2:27][CH:26]2[CH2:25][CH2:24][CH:23]1[CH2:28]2)[OH:32])(=[O:6])[O:7][CH3:8].